Dataset: the Open Reaction Database (ORD), a public repository of structured organic reaction records. Task: describe an organic reaction: reactants, conditions, products, and yield Yield: 8.2%. The solvent is CN(C=O)C (N,N-dimethylformamide). Yields the product ClC1=C(C=C(C=C1)OC1=C(C#N)C=C(C=C1)COC1=NC(N(C=C1)CC=1C=NC=CC1)=O)C(F)(F)F (2-{[4-Chloro-3-(trifluoromethyl)phenyl]oxy}-5-({[2-oxo-1-(3-pyridinylmethyl)-1,2-dihydro-4-pyrimidinyl]oxy}methyl)benzonitrile). As a reaction SMILES: [Cl:1][C:2]1[CH:7]=[CH:6][C:5]([O:8][C:9]2[CH:16]=[CH:15][C:14]([CH2:17][O:18][C:19]3[NH:20][C:21](=[O:25])[N:22]=[CH:23][CH:24]=3)=[CH:13][C:10]=2[C:11]#[N:12])=[CH:4][C:3]=1[C:26]([F:29])([F:28])[F:27].Cl.ClC[C:33]1[CH:38]=[CH:37][CH:36]=[CH:35][N:34]=1.[C:39]([O-])([O-])=O.[Cs+].[Cs+]>CN(C)C=O>[Cl:1][C:2]1[CH:7]=[CH:6][C:5]([O:8][C:9]2[CH:16]=[CH:15][C:14]([CH2:17][O:18][C:19]3[CH:24]=[CH:23][N:22]([CH2:39][C:36]4[CH:35]=[N:34][CH:33]=[CH:38][CH:37]=4)[C:21](=[O:25])[N:20]=3)=[CH:13][C:10]=2[C:11]#[N:12])=[CH:4][C:3]=1[C:26]([F:27])([F:29])[F:28] |f:1.2,3.4.5|. Reported procedure: A mixture of 2-{[4-chloro-3-(trifluoromethyl)phenyl]oxy}-5-{[(2-oxo-2,3-dihydro-4-pyrimidinyl)oxy]methyl}benzonitrile (100 mg, 0.237 mmol), 2-(chloromethyl)pyridine hydrochloride (58.3 mg, 0.356 mmol) and Cs2CO3 (464 mg, 1.42 mmol) in anhydrous N,N-dimethylformamide (10 mL) was sealed in a microwave vial, then irradiated with a microwave at 110° C. for 2 h and filtered. Purification via mass-directed autopreparation afforded the title product (10 mg). LC-MS (ESI): m/z 513 [M+H]+; 4.12 min (ret t... Reactants: ClC1=C(C=C(C=C1)OC1=C(C#N)C=C(C=C1)COC=1NC(N=CC1)=O)C(F)(F)F (2-{[4-chloro-3-(trifluoromethyl)phenyl]oxy}-5-{[(2-oxo-2,3-dihydro-4-pyrimidinyl)oxy]methyl}benzonitrile), Cl.ClCC1=NC=CC=C1 (2-(chloromethyl)pyridine hydrochloride), C(=O)([O-])[O-].[Cs+].[Cs+] (Cs2CO3). Reactants: CC(=O)O[BH-](OC(C)=O)OC(C)=O, CCc1nc2c(C)cc(C)nc2n1Cc1ccc(NC2CCNCC2)cc1, CC(=O)O, CN1CCC(=O)CC1, CC(Cl)Cl, [Na+], [Na+], [OH-]. Yields the product CCc1nc2c(C)cc(C)nc2n1Cc1ccc(NC2CCN(C3CCN(C)CC3)CC2)cc1. Reaction SMILES: [C:40]([O:41][BH-:42]([O:43][C:44](=[O:45])[CH3:46])[O:47][C:48](=[O:49])[CH3:50])(=[O:51])[CH3:52].[CH2:1]([CH3:2])[c:3]1[n:4][c:5]2[c:6]([n:7][c:8]([CH3:12])[cH:9][c:10]2[CH3:11])[n:13]1[CH2:14][c:15]1[cH:16][cH:17][c:18]([NH:21][CH:22]2[CH2:23][CH2:24][NH:25][CH2:26][CH2:27]2)[cH:19][cH:20]1.[CH3:28][C:29](=[O:30])[OH:31].[CH3:32][N:33]1[CH2:34][CH2:35][C:36](=[O:39])[CH2:37][CH2:38]1.[Cl:56][CH:57]([Cl:58])[CH3:59].[Na+:53].[Na+:55].[OH-:54]>>[CH2:1]([CH3:2])[c:3]1[n:4][c:5]2[c:6]([n:7][c:8]([CH3:12])[cH:9][c:10]2[CH3:11])[n:13]1[CH2:14][c:15]1[cH:16][cH:17][c:18]([NH:21][CH:22]2[CH2:23][CH2:24][N:25]([CH:36]3[CH2:35][CH2:34][N:33]([CH3:32])[CH2:38][CH2:37]3)[CH2:26][CH2:27]2)[cH:19][cH:20]1. Starting materials: CC(C)(C)OC(=O)NC1CN(C(=O)OCc2ccccc2)CCC1O, CCN(CC)S(F)(F)F, ClCCl. Yields the product CC(C)(C)OC(=O)NC1CN(C(=O)OCc2ccccc2)CCC1F. As a reaction SMILES: [C:1]([CH3:2])([CH3:3])([CH3:4])[O:5][C:6](=[O:7])[NH:8][CH:9]1[CH2:10][N:11]([C:16](=[O:17])[O:18][CH2:19][c:20]2[cH:21][cH:22][cH:23][cH:24][cH:25]2)[CH2:12][CH2:13][CH:14]1[OH:15].[CH2:26]([N:27]([S:28]([F:29])([F:30])[F:32])[CH2:31][CH3:33])[CH3:34].[Cl:35][CH2:36][Cl:37]>>[C:1]([CH3:2])([CH3:3])([CH3:4])[O:5][C:6](=[O:7])[NH:8][CH:9]1[CH2:10][N:11]([C:16](=[O:17])[O:18][CH2:19][c:20]2[cH:21][cH:22][cH:23][cH:24][cH:25]2)[CH2:12][CH2:13][CH:14]1[F:32]. Product: CSc1nc(CS(=O)(=O)N(C)C)c2c(-c3ccccc3Cl)nn(COCC[Si](C)(C)C)c2n1. Reactants: C1CCOC1, CN(C)S(C)(=O)=O, [Li]CCCC, CSc1nc(Cl)c2c(-c3ccccc3Cl)nn(COCC[Si](C)(C)C)c2n1. RXN SMILES: [CH2:40]1[O:41][CH2:42][CH2:43][CH2:44]1.[CH3:1][S:2](=[O:3])(=[O:4])[N:5]([CH3:6])[CH3:7].[CH3:8][CH2:9][CH2:10][CH2:11][Li:12].[Cl:13][c:14]1[c:15]2[c:16]([n:17][c:18]([S:20][CH3:21])[n:19]1)[n:22]([CH2:32][O:33][CH2:34][CH2:35][Si:36]([CH3:37])([CH3:38])[CH3:39])[n:23][c:24]2-[c:25]1[c:26]([Cl:31])[cH:27][cH:28][cH:29][cH:30]1>>[CH2:1]([S:2](=[O:3])(=[O:4])[N:5]([CH3:6])[CH3:7])[c:14]1[c:15]2[c:16]([n:17][c:18]([S:20][CH3:21])[n:19]1)[n:22]([CH2:32][O:33][CH2:34][CH2:35][Si:36]([CH3:37])([CH3:38])[CH3:39])[n:23][c:24]2-[c:25]1[c:26]([Cl:31])[cH:27][cH:28][cH:29][cH:30]1. Reactants: ClC=1N=C(C2=C(N1)C=C(S2)CN2CCN(CC2)S(=O)(=O)C)N2CCOCC2 (2-Chloro-6-((4-methanesulfonylpiperazin-1-yl)methyl)-4-morpholinothieno[3,2-d]pyrimidine), NC=1N=CC(=NC1)B1OC(C)(C)C(C)(C)O1 (5-aminopyrazine-2-boronic acid pinacol ester). Product: O1CCN(CC1)C=1C2=C(N=C(N1)C=1N=CC(=NC1)N)C=C(S2)CN2CCNCC2 (5-(4-morpholino-6-((piperazin-1-yl)methyl)thieno[3,2-d]pyrimidin-2-yl)pyrazin-2-amine). As a reaction SMILES: Cl[C:2]1[N:3]=[C:4]([N:22]2[CH2:27][CH2:26][O:25][CH2:24][CH2:23]2)[C:5]2[S:10][C:9]([CH2:11][N:12]3[CH2:17][CH2:16][N:15](S(C)(=O)=O)[CH2:14][CH2:13]3)=[CH:8][C:6]=2[N:7]=1.[NH2:28][C:29]1[N:30]=[CH:31][C:32](B2OC(C)(C)C(C)(C)O2)=[N:33][CH:34]=1>>[O:25]1[CH2:26][CH2:27][N:22]([C:4]2[C:5]3[S:10][C:9]([CH2:11][N:12]4[CH2:17][CH2:16][NH:15][CH2:14][CH2:13]4)=[CH:8][C:6]=3[N:7]=[C:2]([C:32]3[N:33]=[CH:34][C:29]([NH2:28])=[N:30][CH:31]=3)[N:3]=2)[CH2:23][CH2:24]1. Procedure details: 2-Chloro-6-((4-methanesulfonylpiperazin-1-yl)methyl)-4-morpholinothieno[3,2-d]pyrimidine (75 mg) was reacted with 5-aminopyrazine-2-boronic acid pinacol ester following General Procedure A to give 20 mg of 187 following reversed phase HPLC purification. MS (Q1) 491 (M)+ Starting materials: NC(=O)N (urea), CC(C)(C)C (neopentane). The solvent is C(C)O (ethanol). Product: NC(=O)N.CC(C)(C)C (Urea neopentane). RXN SMILES: [NH2:1][C:2]([NH2:4])=[O:3].[CH3:5][C:6]([CH3:9])([CH3:8])[CH3:7]>C(O)C>[NH2:1][C:2]([NH2:4])=[O:3].[CH3:5][C:6]([CH3:9])([CH3:8])[CH3:7] |f:3.4|. Reported procedure: 4 g urea were dissolved in 12 ml ethanol at 60° C. The solution was then placed in a high pressure autoclave and subjected to a neopentane pressure of 150 bar. The solution was cooled down from 60° C. to room temperature within 48 h. The solution with h/g crystals was removed from the autoclave, filtered and the h/g crystals were washed with 10 ml cold ethanol. The h/g complex crystals were dried in the vacuum cabinet at 60° C.